From a dataset of the Open Reaction Database (ORD), a public repository of structured organic reaction records. describe an organic reaction: reactants, conditions, products, and yield Reactants: CCOC(C)=O, Cl, COc1ccc(C(C)(O)CN)c(F)c1, CN(C)C=O, CC(C)S(=O)(=O)On1nnc2ccccc21. Yields the product COc1ccc(C(C)(O)CNS(=O)(=O)C(C)C)c(F)c1. RXN SMILES: [CH3:37][CH2:38][O:39][C:40](=[O:41])[CH3:42].[ClH:1].[F:2][c:3]1[c:4]([C:11]([CH2:12][NH2:13])([CH3:14])[OH:15])[cH:5][cH:6][c:7]([O:9][CH3:10])[cH:8]1.[O:32]=[CH:33][N:34]([CH3:35])[CH3:36].[n:16]1([O:25][S:26](=[O:17])(=[O:27])[CH:29]([CH3:30])[CH3:31])[c:18]2[cH:19][cH:20][cH:21][cH:22][c:23]2[n:24][n:28]1>>[F:2][c:3]1[c:4]([C:11]([CH2:12][NH:13][S:26](=[O:25])(=[O:27])[CH:29]([CH3:30])[CH3:31])([CH3:14])[OH:15])[cH:5][cH:6][c:7]([O:9][CH3:10])[cH:8]1. Starting materials: FC=1C=C(C(C(=O)O)=CC1)N (4-fluoroanthranilic acid), S(O)(O)(=O)=O (sulfuric acid), [I-].[K+] (potassium iodide), Cl (hyrochloric acid), N(=O)[O-].[Na+] (sodium nitrite). Run in O (water), O (water), O (water). Yields the product FC1=CC(=C(C(=O)O)C=C1)I (4-fluoro-2-iodobenzoic acid). As a reaction SMILES: [F:1][C:2]1[CH:3]=[C:4](N)[C:5](=[CH:9][CH:10]=1)[C:6]([OH:8])=[O:7].Cl.N([O-])=O.[Na+].[I-:17].[K+].S(=O)(=O)(O)O>O>[F:1][C:2]1[CH:10]=[CH:9][C:5]([C:6]([OH:8])=[O:7])=[C:4]([I:17])[CH:3]=1 |f:2.3,4.5|. Procedure: A mixture of 4.4 g. of 4-fluoroanthranilic acid in 35 ml. of water and 7 ml. of hyrochloric acid is diazotized with 2.0 g. of sodium nitrite in 6 ml. of water at 0°-5° C. The resulting cold solution is added dropwise to a mixture of 7.1 g. of potassium iodide, 2 ml. of sulfuric acid and 10 ml. of water. The mixture is heated for 2 hours to 100° C. and steam distilled. The cooled residue gives 4-fluoro-2-iodobenzoic acid, m.p. 140°-147° C.